From a dataset of the Open Reaction Database (ORD), a public repository of structured organic reaction records. describe an organic reaction: reactants, conditions, products, and yield Reactants: ice water, [H-].[Na+] (Sodium hydride), C1(=CC=CC=C1)SCl (phenylsulfenyl chloride), C(C)OC1=CC(=CC2=C1OCOC2)NC(OC(C)C)=O (isopropyl N-(8-ethoxy-1,3-benzodioxan-6-yl)carbamate). Solvent: CN(C=O)C (N,N-dimethylformamide). Conditions: time 1 hour. The product is C1(=CC=CC=C1)SN(C(OC(C)C)=O)C1=CC2=C(OCOC2)C(=C1)OCC (isopropyl N-phenylthio-N-(8-ethoxy-1,3-benzodioxan-6-yl)carbamate). Yield: 87.6%. RXN SMILES: [H-].[Na+].[CH2:3]([O:5][C:6]1[C:11]2[O:12][CH2:13][O:14][CH2:15][C:10]=2[CH:9]=[C:8]([NH:16][C:17](=[O:22])[O:18][CH:19]([CH3:21])[CH3:20])[CH:7]=1)[CH3:4].[C:23]1([S:29]Cl)[CH:28]=[CH:27][CH:26]=[CH:25][CH:24]=1>CN(C)C=O>[C:23]1([S:29][N:16]([C:8]2[CH:7]=[C:6]([O:5][CH2:3][CH3:4])[C:11]3[O:12][CH2:13][O:14][CH2:15][C:10]=3[CH:9]=2)[C:17](=[O:22])[O:18][CH:19]([CH3:21])[CH3:20])[CH:28]=[CH:27][CH:26]=[CH:25][CH:24]=1 |f:0.1|. Procedure: Sodium hydride (0.107 g; 60% dispersion in mineral oil) was dispersed in N,N-dimethylformamide (20 ml). To this solution was added isopropyl N-(8-ethoxy-1,3-benzodioxan-6-yl)carbamate (0.75 g) under ice-cooling. After being stirred at room temperature for 1 hour, phenylsulfenyl chloride (0.39 g) was added thereto under ice-cooling, and stirring was continued at room temperature overnight. The resulting mixture was poured into ice-water and extracted with ethyl acetate. The extract was washed wit... RXN SMILES: [OH-].[K+].CO[C:5](=[O:9])[CH2:6][C:7]#[N:8].Cl[CH2:11][C:12]#[N:13].[CH3:14]I.Cl.[C:17](=[S:19])=[S:18]>O.CN(C)C=O.C(#N)C>[CH3:14][S:18][C:17]1[S:19][C:11]([C:12]#[N:13])=[C:5]([OH:9])[C:6]=1[C:7]#[N:8] |f:0.1|. Solvent: C(C)#N (acetonitrile), O (water), O (water), O (water), CN(C=O)C (dimethyl formamide). Procedure: A cold, highly concentrated solution of 25 g of KOH in approximately 15 ml of water is slowly added dropwise to a solution of 20.0 g of cyanoacetic acid methyl ester and 18.0 g of carbon disulphide in approximately 300 ml of dimethyl formamide while stirring and cooling to below approximately 0° C. After stirring for another 20 minutes, a solution of 15.5 g of chloroacetonitrile in 10 ml of acetonitrile is added dropwise to the reaction mixture at -5° C. to 0° C. After stirring for another 30 mi... The reactants are Cl (hydrochloric acid), ClCC#N (chloroacetonitrile), [OH-].[K+] (KOH), CI (methyl iodide), [OH-].[K+] (KOH), COC(CC#N)=O (cyanoacetic acid methyl ester), C(=S)=S (carbon disulphide). The product is CSC=1SC(=C(C1C#N)O)C#N (2-methylthio-3,5-dicyano-4-hydroxythiophene). The reactants are solution, C(C)(C)(C)OC(=O)N(C)C[C@@H]1CC[C@H](CC1)CCC(=O)O (trans-3-{4-[(tert-butoxycarbonyl-methyl-amino)-methyl]-cyclohexyl}-propionic acid), CO (methanol). The solvent is O1CCCC1 (tetrahydrofuran), O1CCCC1 (tetrahydrofuran), O1CCCC1 (tetrahydrofuran). Reaction conditions: time 1 hour. Product: C(C)(C)(C)OC(N(C)C[C@@H]1CC[C@H](CC1)CCCO)=O (trans-[4-(3-hydroxy-propyl)-cyclohexylmethyl]-methyl-carbamic acid tert-butyl ester). Yield: 80.6%. Reaction SMILES: [C:1]([O:5][C:6]([N:8]([CH2:10][C@H:11]1[CH2:16][CH2:15][C@H:14]([CH2:17][CH2:18][C:19](O)=[O:20])[CH2:13][CH2:12]1)[CH3:9])=[O:7])([CH3:4])([CH3:3])[CH3:2].CO>O1CCCC1>[C:1]([O:5][C:6](=[O:7])[N:8]([CH2:10][C@H:11]1[CH2:16][CH2:15][C@H:14]([CH2:17][CH2:18][CH2:19][OH:20])[CH2:13][CH2:12]1)[CH3:9])([CH3:2])([CH3:4])[CH3:3]. Procedure: 0.898 g (3.0 mmol) of trans-3-{4-[(tert-butoxycarbonyl-methyl-amino)-methyl]-cyclohexyl}-propionic acid dissolved in 10.0 ml of tetrahydrofuran were added slowly and at 0° C. to 4.5 ml of an 1M solution of boran-tetrahydrofuran-complex in tetrahydrofuran. The reaction mixture was then stirred at room temperature for 1 hour. Subsequently, 10 ml of methanol were added and the reaction mixture evaporated. It was then poured into 50 ml of an ice/water/aqueous sodium hydrogen carbonate mixture and ex...